From a dataset of the Open Reaction Database (ORD), a public repository of structured organic reaction records. describe an organic reaction: reactants, conditions, products, and yield The reactants are OCC1CC(NC1)=O (4-hydroxymethylpyrrolidin-2-one), [H-].[Na+] (sodium hydride), ClC1=C2C=CC=NC2=CC(=N1)C1=CC(=C(C=C1)N(C)C)C (5-chloro-7-(4-dimethylamino-3-methylphenyl)-[1,6]naphthyridine). Run in CC(=O)N(C)C (dimethylacetamide). Run at time 15 minute. Product: N1C(CC(C1)COC1=C2C=CC=NC2=CC(=N1)C1=CC(=C(C=C1)N(C)C)C)=O (5-(pyrrolidi n-2-on-4-yl-methylhydroxy)-7-(4-dimethylamino-3-methylphenyl)-[1,6]naphthyridine). Reaction SMILES: [OH:1][CH2:2][CH:3]1[CH2:7][NH:6][C:5](=[O:8])[CH2:4]1.[H-].[Na+].Cl[C:12]1[N:21]=[C:20]([C:22]2[CH:27]=[CH:26][C:25]([N:28]([CH3:30])[CH3:29])=[C:24]([CH3:31])[CH:23]=2)[CH:19]=[C:18]2[C:13]=1[CH:14]=[CH:15][CH:16]=[N:17]2>CC(N(C)C)=O>[NH:6]1[CH2:7][CH:3]([CH2:2][O:1][C:12]2[N:21]=[C:20]([C:22]3[CH:27]=[CH:26][C:25]([N:28]([CH3:30])[CH3:29])=[C:24]([CH3:31])[CH:23]=3)[CH:19]=[C:18]3[C:13]=2[CH:14]=[CH:15][CH:16]=[N:17]3)[CH2:4][C:5]1=[O:8] |f:1.2|. Procedure: 45 mg (0.38 mmol) 4-hydroxymethylpyrrolidin-2-one was placed in 1 ml dimethylacetamide and 16 mg (0.29 mmol) sodium hydride (60%) were added and the mixture was stirred for 15 min at ambient temperature. Then 100 mg (0.34 mmol) of 6.1 was added and the mixture was stirred for 2 h at 50° C. and overnight at 25° C. The reaction mixture was purified by chromatography (RP-HPLC-MS). The corresponding fractions were freeze-dried. Starting materials: ClC1=C(C=C(CN2CCC(CC2)N)C=C1)OCC (1-(4-chloro-3-ethoxy-benzyl)piperidin-4-ylamine), CC1=NC=C(C(=O)O)C=C1 (6-methylnicotinic acid). Product: ClC1=C(C=C(CN2CCC(CC2)NC(C2=CN=C(C=C2)C)=O)C=C1)OCC (N-[1-(4-Chloro-3-ethoxy-benzyl)piperidin-4-yl]-6-methyl-nicotinamide). Isolated yield 8.0%. RXN SMILES: [Cl:1][C:2]1[CH:15]=[CH:14][C:5]([CH2:6][N:7]2[CH2:12][CH2:11][CH:10]([NH2:13])[CH2:9][CH2:8]2)=[CH:4][C:3]=1[O:16][CH2:17][CH3:18].[CH3:19][C:20]1[CH:28]=[CH:27][C:23]([C:24](O)=[O:25])=[CH:22][N:21]=1>>[Cl:1][C:2]1[CH:15]=[CH:14][C:5]([CH2:6][N:7]2[CH2:12][CH2:11][CH:10]([NH:13][C:24](=[O:25])[C:23]3[CH:27]=[CH:28][C:20]([CH3:19])=[N:21][CH:22]=3)[CH2:9][CH2:8]2)=[CH:4][C:3]=1[O:16][CH2:17][CH3:18]. Procedure: The title compound (3 mg, 8%) was prepared analogously to example 8 by coupling of 1-(4-chloro-3-ethoxy-benzyl)piperidin-4-ylamine with 6-methylnicotinic acid. MS: 388.4 (MH+). The reactants are ClC=1C=CC2=C(C(=NCC(N2)=O)C2=C(C=CC=C2)Cl)C1 (7-chloro-5-(2-chlorophenyl)-1,3-dihydro-2H-1,4-benzodiazepin-2-one), [H-].[Na+] (sodium hydride), [H-] (hydride), [H][H] (hydrogen), O1CCN(CC1)P(=O)(N1CCOCC1)Cl (Dimorpholinophosphinic chloride). Run in O1CCCC1 (tetrahydrofuran). Run at time 2 hour. The product is ClC=1C=CC2=C(C(=NCC(=N2)OP(=O)(N2CCOCC2)N2CCOCC2)C2=C(C=CC=C2)Cl)C1 (7-Chloro-5-(2-chlorophenyl)-2-[bis-(morpholino)-phosphinyloxy]-3H-1,4-benzodiazepine). Reaction SMILES: [Cl:1][C:2]1[CH:3]=[CH:4][C:5]2[NH:11][C:10](=[O:12])[CH2:9][N:8]=[C:7]([C:13]3[CH:18]=[CH:17][CH:16]=[CH:15][C:14]=3[Cl:19])[C:6]=2[CH:20]=1.[H-].[Na+].[H-].[H][H].[O:26]1[CH2:31][CH2:30][N:29]([P:32](Cl)([N:34]2[CH2:39][CH2:38][O:37][CH2:36][CH2:35]2)=[O:33])[CH2:28][CH2:27]1>O1CCCC1>[Cl:1][C:2]1[CH:3]=[CH:4][C:5]2[N:11]=[C:10]([O:12][P:32]([N:34]3[CH2:35][CH2:36][O:37][CH2:38][CH2:39]3)([N:29]3[CH2:30][CH2:31][O:26][CH2:27][CH2:28]3)=[O:33])[CH2:9][N:8]=[C:7]([C:13]3[CH:18]=[CH:17][CH:16]=[CH:15][C:14]=3[Cl:19])[C:6]=2[CH:20]=1 |f:1.2|. Procedure details: To a stirred solution of 915 mg (3.0 mmoles) of 7-chloro-5-(2-chlorophenyl)-1,3-dihydro-2H-1,4-benzodiazepin-2-one in 10 ml of dry tetrahydrofuran was added 173 mg of a 50% dispersion as sodium hydride in oil (3.6 mmoles of hydride). The mixture was stirred at room temperature approximately 1 hr until hydrogen evolution stopped. Dimorpholinophosphinic chloride (1.5 g; 6.0 mmoles) was added and the resulting mixture was stirred at room temperature for 2 hrs. Insoluble salts were removed by filtra...